The task is: describe an organic reaction: reactants, conditions, products, and yield. This data is from the Open Reaction Database (ORD), a public repository of structured organic reaction records. The reactants are O=C([O-])C=CC(=O)[O-], CCCN1CCN(c2cccc(O)c2)CC1, CS(=O)(=O)Cl. The product is CCCN1CCN(c2cccc(OS(C)(=O)=O)c2)CC1. Reaction SMILES: [C:22]([O-:23])(=[O:24])[CH:25]=[CH:26][C:27]([O-:28])=[O:29].[CH2:1]([CH2:2][CH3:3])[N:4]1[CH2:5][CH2:6][N:7]([c:10]2[cH:11][c:12]([OH:16])[cH:13][cH:14][cH:15]2)[CH2:8][CH2:9]1.[CH3:17][S:18]([Cl:19])(=[O:20])=[O:21]>>[CH2:1]([CH2:2][CH3:3])[N:4]1[CH2:5][CH2:6][N:7]([c:10]2[cH:11][c:12]([O:16][S:18]([CH3:17])(=[O:20])=[O:21])[cH:13][cH:14][cH:15]2)[CH2:8][CH2:9]1. The product is N#Cc1nc(-c2cc(Cl)cc(Cl)c2)cnc1N. The reactants are ClP(Cl)Cl, N#Cc1nc(-c2cc(Cl)cc(Cl)c2)c[n+]([O-])c1N, C1CCOC1. As a reaction SMILES: [Cl:19][P:20]([Cl:21])[Cl:22].[NH2:1][c:2]1[n+:3]([O-:18])[cH:4][c:5](-[c:10]2[cH:11][c:12]([Cl:17])[cH:13][c:14]([Cl:16])[cH:15]2)[n:6][c:7]1[C:8]#[N:9].[O:23]1[CH2:24][CH2:25][CH2:26][CH2:27]1>>[NH2:1][c:2]1[n:3][cH:4][c:5](-[c:10]2[cH:11][c:12]([Cl:17])[cH:13][c:14]([Cl:16])[cH:15]2)[n:6][c:7]1[C:8]#[N:9]. Reactants: CC(OCC)=O.CO (EA MeOH), FC(C=1C=C(C=CC1)C(C)N)(F)F (1-(3-(trifluoromethyl)phenyl)ethylamine), C1(CCC(=O)O1)=O (succinic anhydride). Run in CCOCC (ether), CCOCC (ether). Conditions: time 72 hour. Yields the product O=C(CCC(=O)O)NC(C)C1=CC(=CC=C1)C(F)(F)F (4-oxo-4-(1-(3-(trifluoromethyl)phenyl)ethylamino)-butanoic acid). Yield: 54.5%. RXN SMILES: [F:1][C:2]([F:13])([F:12])[C:3]1[CH:4]=[C:5]([CH:9]([NH2:11])[CH3:10])[CH:6]=[CH:7][CH:8]=1.[C:14]1(=[O:20])[O:19][C:17](=[O:18])[CH2:16][CH2:15]1.CC(=O)OCC.CO>CCOCC>[O:20]=[C:14]([NH:11][CH:9]([C:5]1[CH:6]=[CH:7][CH:8]=[C:3]([C:2]([F:12])([F:13])[F:1])[CH:4]=1)[CH3:10])[CH2:15][CH2:16][C:17]([OH:19])=[O:18] |f:2.3|. Reported procedure: A solution of 5.0 g (26.5 mmol) of 1-(3-(trifluoromethyl)phenyl)ethylamine in ether (6 ml) was added dropwise in the course of 30 min to a suspension of 2.33 g (23.3 mmol) of succinic anhydride in ether (28 ml). Stirring was then carried out for 72 h at RT. The resulting precipitate was filtered off with suction and dried for 1 h in vacuo at 40° C. CC (EA/MeOH 1:4) of the residue yielded 3.68 g (12.7 mmol, 55%) of 4-oxo-4-(1-(3-(trifluoromethyl)phenyl)ethylamino)-butanoic acid (S2). The reactants are CC(=O)O[BH-](OC(C)=O)OC(C)=O, CC(=O)O, CC1CC(=O)CC(C)O1, [Na+], Nc1ncn[nH]1. Product: CC1CC(Nc2ncn[nH]2)CC(C)O1. As a reaction SMILES: [C:16]([O:17][BH-:18]([O:19][C:20](=[O:21])[CH3:22])[O:23][C:24](=[O:25])[CH3:26])(=[O:27])[CH3:28].[CH3:30][C:31](=[O:32])[OH:33].[CH3:7][CH:8]1[O:9][CH:10]([CH3:15])[CH2:11][C:12](=[O:14])[CH2:13]1.[Na+:29].[nH:1]1[n:2][cH:3][n:4][c:5]1[NH2:6]>>[nH:1]1[n:2][cH:3][n:4][c:5]1[NH:6][CH:12]1[CH2:11][CH:10]([CH3:15])[O:9][CH:8]([CH3:7])[CH2:13]1.